Dataset: the Open Reaction Database (ORD), a public repository of structured organic reaction records. Task: describe an organic reaction: reactants, conditions, products, and yield Starting materials: C=CC(=O)OC(C)(C)C12CCCCC1(OCOCCOC)CCCC2, CC(C)=O. The product is C=CC(=O)OC(C)(C)C12CCCCC1(O)CCCC2. As a reaction SMILES: [C:1]([CH:2]=[CH2:3])(=[O:4])[O:5][C:6]([CH3:7])([CH3:8])[C:9]12[CH2:10][CH2:11][CH2:12][CH2:13][C:14]1([O:19][CH2:20][O:21][CH2:22][CH2:23][O:24][CH3:25])[CH2:15][CH2:16][CH2:17][CH2:18]2.[CH3:26][C:27](=[O:28])[CH3:29]>>[C:1]([CH:2]=[CH2:3])(=[O:4])[O:5][C:6]([CH3:7])([CH3:8])[C:9]12[CH2:10][CH2:11][CH2:12][CH2:13][C:14]1([OH:19])[CH2:15][CH2:16][CH2:17][CH2:18]2. The reactants are CC(C)(C)OC(=O)N1CCOC(CO)C1, C1CCOC1, [H-], [Na+], O=C(Oc1ccc([N+](=O)[O-])cc1)N1CCN(c2ccccc2)CC1. Yields the product CC(C)(C)OC(=O)N1CCOC(COC(=O)N2CCN(c3ccccc3)CC2)C1. RXN SMILES: [C:1]([CH3:2])([CH3:3])([CH3:4])[O:5][C:6](=[O:7])[N:8]1[CH2:9][CH:10]([CH2:14][OH:15])[O:11][CH2:12][CH2:13]1.[CH2:42]1[O:43][CH2:44][CH2:45][CH2:46]1.[H-:17].[Na+:16].[c:18]1([N:24]2[CH2:25][CH2:26][N:27]([C:30](=[O:31])[O:32][c:33]3[cH:34][cH:35][c:36]([N+:37]([O-:38])=[O:39])[cH:40][cH:41]3)[CH2:28][CH2:29]2)[cH:19][cH:20][cH:21][cH:22][cH:23]1>>[C:1]([CH3:2])([CH3:3])([CH3:4])[O:5][C:6](=[O:7])[N:8]1[CH2:9][CH:10]([CH2:14][O:15][C:30]([N:27]2[CH2:26][CH2:25][N:24]([c:18]3[cH:19][cH:20][cH:21][cH:22][cH:23]3)[CH2:29][CH2:28]2)=[O:31])[O:11][CH2:12][CH2:13]1. The product is COc1cc2c(cc1Nc1ncc(Cl)c(NC3C4C=CC(C4)C3C(N)=O)n1)CCN(CC(C)(C)O)CC2. RXN SMILES: [Cl:1][c:2]1[n:3][cH:4][c:5]([Cl:19])[c:6]([NH:8][CH:9]2[CH:10]([C:16](=[O:17])[NH2:18])[CH:11]3[CH:12]=[CH:13][CH:14]2[CH2:15]3)[n:7]1.[NH2:20][c:21]1[cH:22][c:23]2[c:24]([cH:35][c:36]1[O:37][CH3:38])[CH2:25][CH2:26][N:27]([CH2:30][C:31]([CH3:32])([OH:33])[CH3:34])[CH2:28][CH2:29]2>>[c:2]1([NH:20][c:21]2[cH:22][c:23]3[c:24]([cH:35][c:36]2[O:37][CH3:38])[CH2:25][CH2:26][N:27]([CH2:30][C:31]([CH3:32])([OH:33])[CH3:34])[CH2:28][CH2:29]3)[n:3][cH:4][c:5]([Cl:19])[c:6]([NH:8][CH:9]2[CH:10]([C:16](=[O:17])[NH2:18])[CH:11]3[CH:12]=[CH:13][CH:14]2[CH2:15]3)[n:7]1. The reactants are NC(=O)C1C2C=CC(C2)C1Nc1nc(Cl)ncc1Cl, COc1cc2c(cc1N)CCN(CC(C)(C)O)CC2. Starting materials: C1(CCCC1)OC=1C=C(C=CC1OC)C1(CCC(CC1)=O)C#C (4-(3-cyclopentyloxy-4-methoxyphenyl)-4-ethynylcyclohexan-1-one), BrC=1C=NC=CC1 (3-bromopyridine), tetakis(triphenylphosphine)palladium(0), C1(=CC=CC=C1)P(C1=CC=CC=C1)C1=CC=CC=C1 (triphenylphosphine), [Cl-].[NH4+] (Ammonium chloride). The reagents and catalysts are [Cu]I (copper(I) iodide). The solvent is N1CCCCC1 (piperidine). The product is C1(CCCC1)OC=1C=C(C=CC1OC)C1(CCC(CC1)=O)C#CC1=CC=NC=C1 (4-(3-cyclopentyloxy-4-methoxyphenyl)-4-(4-pyridylethynyl)cyclohexan-1-one). The yield is 80.7%. Reaction SMILES: [CH:1]1([O:6][C:7]2[CH:8]=[C:9]([C:15]3([C:22]#[CH:23])[CH2:20][CH2:19][C:18](=[O:21])[CH2:17][CH2:16]3)[CH:10]=[CH:11][C:12]=2[O:13][CH3:14])[CH2:5][CH2:4][CH2:3][CH2:2]1.Br[C:25]1[CH:26]=[N:27][CH:28]=[CH:29][CH:30]=1.C1(P(C2C=CC=CC=2)C2C=CC=CC=2)C=CC=CC=1.[Cl-].[NH4+]>N1CCCCC1.[Cu]I>[CH:1]1([O:6][C:7]2[CH:8]=[C:9]([C:15]3([C:22]#[C:23][C:30]4[CH:29]=[CH:28][N:27]=[CH:26][CH:25]=4)[CH2:16][CH2:17][C:18](=[O:21])[CH2:19][CH2:20]3)[CH:10]=[CH:11][C:12]=2[O:13][CH3:14])[CH2:2][CH2:3][CH2:4][CH2:5]1 |f:3.4|. Reported procedure: To a solution of 4-(3-cyclopentyloxy-4-methoxyphenyl)-4-ethynylcyclohexan-1-one (0.22 g, 0.70 mmol) and 3-bromopyridine (0.70 mL, 7.0 mmol) in piperidine (2 mL) under an argon atmosphere were added tetakis(triphenylphosphine)palladium(0) (0.034 g, 4%), copper(I) iodide (0.009 g, 6%) and a small crystal of triphenylphosphine, and the mixture was heated at 80°-85° C. for 0.5 h. Ammonium chloride was added, the mixture was extracted three times with dichloromethane, was dried (magnesium sulfate) an... The reactants are C(C=C)(=O)OC (methyl acrylate), CN(CCO)C (2-dimethylamino ethanol). The product is C(C=C)(=O)OCCN(C)C (2-dimethylaminoethyl acrylate). RXN SMILES: [C:1]([O:5][CH3:6])(=[O:4])[CH:2]=[CH2:3].[CH3:7][N:8]([CH3:12])[CH2:9]CO>>[C:1]([O:5][CH2:6][CH2:7][N:8]([CH3:12])[CH3:9])(=[O:4])[CH:2]=[CH2:3]. Reported procedure: The mass of 2-dimethylaminoethyl acrylate thus obtained was 693 g, wherein 0.0122 wt % of methyl acrylate and 0.0134 wt % of 2-dimethylamino ethanol, that is 0.0256 wt % of the total, were contained, therefore, 2-dimethylaminoethyl acrylate with a small amount of raw components could be obtained. The concentrations of the raw components were obtained by gas chromatography (detector: TCD).